Dataset: the Open Reaction Database (ORD), a public repository of structured organic reaction records. Task: describe an organic reaction: reactants, conditions, products, and yield Starting materials: O=C([O-])[O-], CCC(C)=O, OCCCCl, [K+], [K+], Oc1ccc(-n2ccnc2)cc1. Yields the product OCCCOc1ccc(-n2ccnc2)cc1. As a reaction SMILES: [C:18](=[O:19])([O-:20])[O-:21].[CH2:24]([C:25]([CH3:26])=[O:27])[CH3:28].[Cl:13][CH2:14][CH2:15][CH2:16][OH:17].[K+:22].[K+:23].[n:1]1(-[c:6]2[cH:7][cH:8][c:9]([OH:12])[cH:10][cH:11]2)[cH:2][n:3][cH:4][cH:5]1>>[n:1]1(-[c:6]2[cH:7][cH:8][c:9]([O:12][CH2:14][CH2:15][CH2:16][OH:17])[cH:10][cH:11]2)[cH:2][n:3][cH:4][cH:5]1. The reactants are FC=1C=C(C=O)C=CC1C=1SC2=NC(=CC=C2N1)C1(CC1)C1=CC=CC=C1 (3-fluoro-4-(5-(1-phenylcyclopropyl)thiazolo[5,4-b]pyridin-2-yl)benzaldehyde), Cl.C(C)(C)(C)OC([C@H](N)C)=O (D-alanine tert-butyl ester hydrochloride). Yields the product FC=1C=C(CN[C@@H](C(=O)OC(C)(C)C)C)C=CC1C=1SC2=NC(=CC=C2N1)C1(CC1)C1=CC=CC=C1 ((R)-tert-butyl 2-(3-fluoro-4-(5-(1-phenylcyclopropyl)thiazolo[5,4-b]pyridin-2-yl)benzylamino)propanoate). Reaction SMILES: [F:1][C:2]1[CH:3]=[C:4]([CH:7]=[CH:8][C:9]=1[C:10]1[S:11][C:12]2[C:17]([N:18]=1)=[CH:16][CH:15]=[C:14]([C:19]1([C:22]3[CH:27]=[CH:26][CH:25]=[CH:24][CH:23]=3)[CH2:21][CH2:20]1)[N:13]=2)[CH:5]=O.Cl.[C:29]([O:33][C:34](=[O:38])[C@@H:35]([CH3:37])[NH2:36])([CH3:32])([CH3:31])[CH3:30]>>[F:1][C:2]1[CH:3]=[C:4]([CH:7]=[CH:8][C:9]=1[C:10]1[S:11][C:12]2[C:17]([N:18]=1)=[CH:16][CH:15]=[C:14]([C:19]1([C:22]3[CH:23]=[CH:24][CH:25]=[CH:26][CH:27]=3)[CH2:20][CH2:21]1)[N:13]=2)[CH2:5][NH:36][C@H:35]([CH3:37])[C:34]([O:33][C:29]([CH3:32])([CH3:31])[CH3:30])=[O:38] |f:1.2|. Procedure details: Reaction of 3-fluoro-4-(5-(1-phenylcyclopropyl)thiazolo[5,4-b]pyridin-2-yl)benzaldehyde (101.1 mg, 0.270 mmol) and D-alanine tert-butyl ester hydrochloride (49.1 mg, 0.270 mmol) according to Reference R and the general procedure for reductive amination to give (R)-tert-butyl 2-(3-fluoro-4-(5-(1-phenylcyclopropyl)thiazolo[5,4-b]pyridin-2-yl)benzylamino)propanoate as a yellow-orange solid. MS (ESI) m/z: Calculated: 503.2; Observed: 503.8 (M++1). The reactants are O=C(OO)c1cccc(Cl)c1, ClCCl, c1ccc(Sc2c[nH]c3ccccc23)cc1. Product: O=S(c1ccccc1)c1c[nH]c2ccccc12. RXN SMILES: [Cl:1][c:2]1[cH:3][cH:4][cH:5][c:6]([C:7]([O:8][OH:10])=[O:9])[cH:11]1.[Cl:28][CH2:29][Cl:30].[c:12]1([S:18][c:19]2[cH:20][nH:21][c:22]3[cH:23][cH:24][cH:25][cH:26][c:27]23)[cH:13][cH:14][cH:15][cH:16][cH:17]1>>[O:9]=[S:18]([c:12]1[cH:13][cH:14][cH:15][cH:16][cH:17]1)[c:19]1[cH:20][nH:21][c:22]2[cH:23][cH:24][cH:25][cH:26][c:27]12. Starting materials: C(C)N1N=CC(=C1)B1OC(C(O1)(C)C)(C)C (1-ethyl-4-(4,4,5,5-tetramethyl-1,3,2-dioxaborolan-2-yl)-1H-pyrazole), C(C)[C@H]1N(CCNC1)C(=O)OC(C)(C)C ((R)-tert-butyl 2-ethylpiperazine-1-carboxylate). Product: C(C)N1N=CC(=C1)C1=CC2=C(C=N1)C=NN2C2=NC(=CC=C2)N2C[C@H](NCC2)CC ((R)-6-(1-ethyl-1H-pyrazol-4-yl)-1-(6-(3-ethylpiperazin-1-yl)pyridin-2-yl)-1H-pyrazolo[4,3-c]pyridine). Yield: 10.0%. As a reaction SMILES: [CH2:1]([N:3]1[CH:7]=[C:6](B2OC(C)(C)C(C)(C)O2)[CH:5]=[N:4]1)[CH3:2].[CH2:17]([C@@H:19]1[CH2:24][NH:23][CH2:22][CH2:21][N:20]1C(OC(C)(C)C)=O)[CH3:18]>>[CH2:1]([N:3]1[CH:7]=[C:6]([C:22]2[N:23]=[CH:24][C:6]3[CH:5]=[N:4][N:3]([C:1]4[CH:2]=[CH:18][CH:17]=[C:19]([N:23]5[CH2:22][CH2:21][NH:20][C@H:19]([CH2:17][CH3:18])[CH2:24]5)[N:20]=4)[C:7]=3[CH:21]=2)[CH:5]=[N:4]1)[CH3:2]. Procedure: Following the procedures as described in EXAMPLE 8 and starting with 1-ethyl-4-(4,4,5,5-tetramethyl-1,3,2-dioxaborolan-2-yl)-1H-pyrazole and (R)-tert-butyl 2-ethylpiperazine-1-carboxylate, 142 was obtained as an off-white solid (12.7 mg, 10%) over 2 steps. 1H NMR (400 MHz, DMSO) δ 9.18-9.06 (s, 1H), 8.67-8.59 (s, 1H), 8.56-8.49 (s, 1H), 8.31-8.25 (s, 1H), 7.95-7.90 (s, 1H), 7.78-7.70 (t, J=8.1 Hz, 1H), 7.23-7.15 (d, J=7.7 Hz, 1H), 6.84-6.76 (d, J=8.5 Hz, 1H), 4.27-4.15 (m, 4H), 3.10-3.03 (d, J=1... The reactants are FC1=CC=C(CN2C(C3=C(C(N(C(=C3CC2)NC(C)=O)C)=O)OC)=O)C=C1 (N-[6-(4-fluorobenzyl)-4-methoxy-2-methyl-3,5-dioxo-2,3,5,6,7,8-hexahydro-2,6-naphthyridin-1-yl]acetamide), C(=O)([O-])[O-].[Cs+].[Cs+] (Cs2CO3), CI (methyl iodide). Run in CN(C)C=O (DMF). Reaction conditions: time 8 hour. Yields the product FC1=CC=C(CN2C(C3=C(C(N(C(=C3CC2)N(C(C)=O)C)C)=O)OC)=O)C=C1 (N-[6-(4-fluorobenzyl)-4-methoxy-2-methyl-3,5-dioxo-2,3,5,6,7,8-hexahydro-2,6-naphthyridin-1-yl]-N-methylacetamide). RXN SMILES: [F:1][C:2]1[CH:27]=[CH:26][C:5]([CH2:6][N:7]2[CH2:16][CH2:15][C:14]3[C:9](=[C:10]([O:23][CH3:24])[C:11](=[O:22])[N:12]([CH3:21])[C:13]=3[NH:17][C:18](=[O:20])[CH3:19])[C:8]2=[O:25])=[CH:4][CH:3]=1.[C:28]([O-])([O-])=O.[Cs+].[Cs+].CI>CN(C=O)C>[F:1][C:2]1[CH:3]=[CH:4][C:5]([CH2:6][N:7]2[CH2:16][CH2:15][C:14]3[C:9](=[C:10]([O:23][CH3:24])[C:11](=[O:22])[N:12]([CH3:21])[C:13]=3[N:17]([CH3:28])[C:18](=[O:20])[CH3:19])[C:8]2=[O:25])=[CH:26][CH:27]=1 |f:1.2.3|. Procedure: To N-[6-(4-fluorobenzyl)-4-methoxy-2-methyl-3,5-dioxo-2,3,5,6,7,8-hexahydro-2,6-naphthyridin-1-yl]acetamide (0.073 g, 0.196 mmol) in 2 mL DMF was added Cs2CO3 (0.084 g, 0.25 mmol) and methyl iodide (0.044 mL, 0.7 mmole) and the reaction was stirred overnight at room temperature. The solvent was removed and the residue was partitioned between CHCl3 and 10% KHSO4, the organic was dried with Na2SO4, filtered and evaporated to give the crude product. Starting materials: [Br-], COc1cc(Br)ccc1C(C)=O, CCOC(C)=O. Yields the product COc1cc(Br)ccc1C(=O)CBr. As a reaction SMILES: [Br-:1].[Br:2][c:3]1[cH:4][c:5]([O:12][CH3:13])[c:6]([C:9]([CH3:10])=[O:11])[cH:7][cH:8]1.[CH3:14][CH2:15][O:16][C:17](=[O:18])[CH3:19]>>[Br:1][CH2:10][C:9]([c:6]1[c:5]([O:12][CH3:13])[cH:4][c:3]([Br:2])[cH:8][cH:7]1)=[O:11].